Dataset: the Open Reaction Database (ORD), a public repository of structured organic reaction records. Task: describe an organic reaction: reactants, conditions, products, and yield The reactants are COC(C(CC(=O)OC)C(C)(C)Cl)Cl (methyl 3-(methoxychloromethyl)-4-chloro-4-methyl-pentanoate), C([O-])(O)=O.[Na+] (sodium bicarbonate). Product: ClC(C(CC(=O)OC)C=O)(C)C (methyl 4-chloro-4-methyl-3-formylpentanoate). As a reaction SMILES: C[O:2][CH:3](Cl)[CH:4]([C:10]([Cl:13])([CH3:12])[CH3:11])[CH2:5][C:6]([O:8][CH3:9])=[O:7].C(=O)(O)[O-].[Na+]>>[Cl:13][C:10]([CH3:12])([CH3:11])[CH:4]([CH:3]=[O:2])[CH2:5][C:6]([O:8][CH3:9])=[O:7] |f:1.2|. Procedure details: The solution of Step A was poured into an iced aqueous sodium bicarbonate solution and the mixture was extracted with methylene chloride. The organic phase was evaporated to dryness and the residue was chromatographed over silica gel. Elution with a 4-1 hexane-ethyl acetate mixture yielded 600 mg of methyl 4-chloro-4-methyl-3-formylpentanoate which crystallized at -20° C. Starting materials: CCOC(=O)c1cc([N+](=O)[O-])cc2ccccc12, CCO. The product is CCOC(=O)c1cc(N)cc2ccccc12. Reaction SMILES: [CH2:1]([CH3:2])[O:3][C:4](=[O:5])[c:6]1[cH:7][c:8]([N+:16]([O-:17])=[O:18])[cH:9][c:10]2[cH:11][cH:12][cH:13][cH:14][c:15]12.[CH3:19][CH2:20][OH:21]>>[CH2:1]([CH3:2])[O:3][C:4](=[O:5])[c:6]1[cH:7][c:8]([NH2:16])[cH:9][c:10]2[cH:11][cH:12][cH:13][cH:14][c:15]12. Starting materials: 2.4, Cl (hydrochloric acid), N([C@@H]([C@@H](C)CC)C(=O)N1[C@H](C(=O)N)CCC1)C(=O)OCC1=CC=CC=C1 (Z-Ile-Pro-NH2). Reagents/catalysts: [Pd] (palladium-on-carbon). Run in CO (methanol), CO (methanol). Yields the product N[C@@H]([C@@H](C)CC)C(=O)N1[C@H](C(=O)N)CCC1.Cl (H-Ile-Pro-NH2.HCl). Yield: 81.0%. RXN SMILES: [NH:1](C(OCC1C=CC=CC=1)=O)[C@H:2]([C:7]([N:9]1[CH2:16][CH2:15][CH2:14][C@H:10]1[C:11]([NH2:13])=[O:12])=[O:8])[C@H:3]([CH2:5][CH3:6])[CH3:4].[ClH:27]>CO.[Pd]>[NH2:1][C@H:2]([C:7]([N:9]1[CH2:16][CH2:15][CH2:14][C@H:10]1[C:11]([NH2:13])=[O:12])=[O:8])[C@H:3]([CH2:5][CH3:6])[CH3:4].[ClH:27] |f:4.5|. Procedure details: 24.0 g (66.5 mmoles) of Z-Ile-Pro-NH2 are dissolved in 470 ml of methanol, and 30 ml of a 2.4 n hydrochloric acid solution in methanol and 4 g of a 10% palladium-on-carbon catalyst are added to the solution. Hydrogen is bubbled through the mixture for one hour, thereafter the catalyst is filtered off and the filtrate is evaporated. The residue is triturated with ether, and the resulting 20 g of crude product is recrystallized from a mixture of methanol and ether. 16.05 g (81%) of H-Ile-Pro-NH2.H... Starting materials: ClC1=C(C=C(C=C1)N=C=O)C(F)(F)F (4-chloro-3-trifluoromethylphenyl-isocyanate), COC(C(CC)(CC)N)=O (2-amino-2-ethyl-butyric acid methyl ester), crude product, COC(C(CC)(CC)NC(NC1=CC(=C(C=C1)Cl)C(F)(F)F)=O)=O (2-(N-[(4-chloro-3-trifluoromethylphenyl)-carbamoyl]-amino)-2-ethylbutyric acid methyl ester). Solvent: CC(=O)C (acetone), Cl (HCl). The product is ClC1=C(C=C(C=C1)N1C(NC(C1=O)(CC)CC)=O)C(F)(F)F (3-(4-chloro-3-trifluoromethylphenyl)-5,5-diethyl-hydantoin). Reaction SMILES: ClC1C=CC(N=C=O)=CC=1C(F)(F)F.COC(=O)C(N)(CC)CC.C[O:26][C:27](=O)[C:28]([NH:33][C:34](=[O:47])[NH:35][C:36]1[CH:41]=[CH:40][C:39]([Cl:42])=[C:38]([C:43]([F:46])([F:45])[F:44])[CH:37]=1)([CH2:31][CH3:32])[CH2:29][CH3:30]>CC(C)=O.Cl>[Cl:42][C:39]1[CH:40]=[CH:41][C:36]([N:35]2[C:27](=[O:26])[C:28]([CH2:29][CH3:30])([CH2:31][CH3:32])[NH:33][C:34]2=[O:47])=[CH:37][C:38]=1[C:43]([F:44])([F:45])[F:46]. Procedure: An admixture of 6.65 g (30 mmol) of 4-chloro-3-trifluoromethylphenyl-isocyanate and 4.4 g (30 mmol) of 2-amino-2-ethyl-butyric acid methyl ester were heated to 100° C. and maintained at that temperature for 5 minutes. The resulting crude product, 2-(N-[(4-chloro-3-trifluoromethylphenyl)-carbamoyl]-amino)-2-ethylbutyric acid methyl ester, was heated for 8 hours on a steam bath in a mixture of 200 ml of acetone and 200 ml of 6 N HCl. The mixture was cooled and then extracted with methylene chlorid... The reactants are CC(=O)O, O=C1NC(C(=O)O)Cc2ccc([N+](=O)[O-])cc21. Yields the product Nc1ccc2c(c1)C(=O)NC(C(=O)O)C2. As a reaction SMILES: [CH3:18][C:19](=[O:20])[OH:21].[O:1]=[C:2]1[NH:3][CH:4]([C:15](=[O:16])[OH:17])[CH2:5][c:6]2[cH:7][cH:8][c:9]([N+:12]([O-:13])=[O:14])[cH:10][c:11]21>>[O:1]=[C:2]1[NH:3][CH:4]([C:15](=[O:16])[OH:17])[CH2:5][c:6]2[cH:7][cH:8][c:9]([NH2:12])[cH:10][c:11]21. Starting materials: C(=C)C=1C=C(C=CC1)CN1N=C(N=C1C)C1=NC(=NO1)C1=CC=C(C=C1)OC(F)(F)F (5-{1-[(3-Ethenylphenyl)methyl]-5-methyl-1H-1,2,4-triazol-3-yl}-3-[4-(trifluoromethoxy)phenyl]-1,2,4-oxadiazole), C[N+]1(CCOCC1)[O-] (N-methylmorpholine-N-oxide), CC(C)(C)O (t-BuOH). Reagents/catalysts: O=[Os](=O)(=O)=O (OsO4). Run in O (H2O). Conditions: time 24 hour. Product: CC1=NC(=NN1CC=1C=C(C=CC1)C(CO)O)C1=NC(=NO1)C1=CC=C(C=C1)OC(F)(F)F (1-{3-[(5-Methyl-3-{3-[4-(trifluoromethoxy)phenyl]-1,2,4-oxadiazol-5-yl}-1H-1,2,4-triazol-1-yl)methyl]phenyl}ethane-1,2-diol). RXN SMILES: [CH:1]([C:3]1[CH:4]=[C:5]([CH2:9][N:10]2[C:14]([CH3:15])=[N:13][C:12]([C:16]3[O:20][N:19]=[C:18]([C:21]4[CH:26]=[CH:25][C:24]([O:27][C:28]([F:31])([F:30])[F:29])=[CH:23][CH:22]=4)[N:17]=3)=[N:11]2)[CH:6]=CC=1)=C.C[N+]1([O-])CC[O:36]CC1.C[C:41]([OH:44])([CH3:43])[CH3:42]>O.O=[Os](=O)(=O)=O>[CH3:15][C:14]1[N:10]([CH2:9][C:5]2[CH:6]=[C:42]([CH:41]([OH:44])[CH2:43][OH:36])[CH:1]=[CH:3][CH:4]=2)[N:11]=[C:12]([C:16]2[O:20][N:19]=[C:18]([C:21]3[CH:26]=[CH:25][C:24]([O:27][C:28]([F:31])([F:30])[F:29])=[CH:23][CH:22]=3)[N:17]=2)[N:13]=1. Reported procedure: To a solution of 5-(5-methyl-1-(3-vinylbenzyl)-1H-1,2,4-triazol-3-yl)-3-(4-(trifluoromethoxy)phenyl)-1,2,4-oxadiazole (Example 84; 110 mg, 0.26 mmol) in t-BuOH (5 mL), were added N-methylmorpholine-N-oxide (152 mg, 1.3 mmol) and OsO4 (10 mg, 0.04 mmol). The reaction mixture was stirred at RT for 24 h, diluted with H2O (20 mL) and extracted with EtOAc (2×10 mL). The combined organic layers were washed with H2O (10 mL) and brine (10 mL), dried over Na2SO4, filtered and concentrated under reduced p... Yields the product Cl.C1(CCCCC1)C1NCCC(C1)C(=O)OC (methyl 2-cyclohexylpiperidine-4-carboxylate hydrochloride). Run in CO (MeOH), CO (MeOH), CO (MeOH). Starting materials: C1(=CC=CC=C1)C=1C=C(C(=O)OC)C=CN1 (Methyl 2-phenylisonicotinate), C1(=CC=CC=C1)C=1C=C(C(=O)OC)C=CN1 (Methyl 2-phenylisonicotinate), Cl (hydrogen chloride). RXN SMILES: [C:1]1([C:7]2[CH:8]=[C:9]([CH:14]=[CH:15][N:16]=2)[C:10]([O:12][CH3:13])=[O:11])[CH:6]=[CH:5][CH:4]=[CH:3][CH:2]=1.[ClH:17]>CO.[Pt](=O)=O>[ClH:17].[CH:1]1([CH:7]2[CH2:8][CH:9]([C:10]([O:12][CH3:13])=[O:11])[CH2:14][CH2:15][NH:16]2)[CH2:2][CH2:3][CH2:4][CH2:5][CH2:6]1 |f:4.5|. The yield is 89.6%. Reported procedure: Methyl 2-phenylisonicotinate (3.182 g, 14.92 mmol) (from reference compound 34, step 1) was dissolved in MeOH (30 mL) and hydrogen chloride (1.25 M in MeOH, 14.33 mL, 17.91 mmol) was added. The solvents were evaporated to give a slightly yellow solid. The residue was dissolved in MeOH (60 mL) and platinum(IV) oxide (0.102 g, 0.45 mmol) was added. The resulting mixture was then hydrogenated in a Büchi hydrogenator at 8 bar for 5 h. More platinum(IV) oxide (121 mg) was added and the hydrogenation ... The reagents and catalysts are [Pt](=O)=O (Platinum(IV) oxide), [Pt](=O)=O (platinum(IV) oxide), [Pt](=O)=O (Platinum(IV) oxide), [Pt](=O)=O (Platinum(IV) oxide), [Pt](=O)=O (platinum(IV) oxide). Reaction conditions: time 5 hour. Starting materials: Intermediate 8.1.1, COC(CC=1C(=NN(C1C)CC1=CC=C(C=C1)[N+](=O)[O-])C)=O ([3,5-dimethyl-1-(4-nitro-benzyl)-1H-pyrazol-4-yl]-acetic acid methyl ester), C(C)OC(CCC=1C(=NNC1C)C)=O (3-(3,5-dimethyl-1H-pyrazol-4-yl)-propionic acid ethyl ester). Product: C(C)OC(CCC=1C(=NN(C1C)CC1=CC=C(C=C1)[N+](=O)[O-])C)=O (3-[3,5-Dimethyl-1-(4-nitro-benzyl)-1H-pyrazol-4-yl]-propionic acid ethyl ester). Reaction SMILES: CO[C:3](=O)[CH2:4][C:5]1[C:6]([CH3:21])=[N:7][N:8]([CH2:11][C:12]2[CH:17]=[CH:16][C:15]([N+:18]([O-:20])=[O:19])=[CH:14][CH:13]=2)[C:9]=1[CH3:10].[CH2:23]([O:25][C:26](=[O:36])CCC1C(C)=NNC=1C)[CH3:24]>>[CH2:23]([O:25][C:26](=[O:36])[CH2:3][CH2:4][C:5]1[C:6]([CH3:21])=[N:7][N:8]([CH2:11][C:12]2[CH:13]=[CH:14][C:15]([N+:18]([O-:20])=[O:19])=[CH:16][CH:17]=2)[C:9]=1[CH3:10])[CH3:24]. Procedure: Intermediate 8.1.1 can be prepared according to the method described for intermediate 1.1.2, employing in the alkylation reaction 3-(3,5-dimethyl-1H-pyrazol-4-yl)-propionic acid ethyl ester (Akos, MFCD03834497) instead of (3,5-dimethyl-1H-pyrazol-4-yl)-acetic acid methyl ester.